From a dataset of the Open Reaction Database (ORD), a public repository of structured organic reaction records. describe an organic reaction: reactants, conditions, products, and yield The reactants are N,N′-carbonyldiimidazole, NC(CO)C(C)(C)F (2-amino-3-fluoro-3-methylbutan-1-ol), C1CCOC1 (THF), C1CCOC1 (THF). Run in C(Cl)Cl (DCM). Reaction conditions: time 18 hour. Product: FC(C)(C)C1NC(OC1)=O (4-(2-fluoropropan-2-yl)oxazolidin-2-one). RXN SMILES: [NH2:1][CH:2]([C:5]([F:8])([CH3:7])[CH3:6])[CH2:3][OH:4].C1C[O:12][CH2:11]C1>C(Cl)Cl>[F:8][C:5]([CH:2]1[CH2:3][O:4][C:11](=[O:12])[NH:1]1)([CH3:7])[CH3:6]. Procedure details: To a solution of N,N′-carbonyldiimidazole (530 mg, 3.27 mmol in THF (5 mL) was added slowly a solution of 2-amino-3-fluoro-3-methylbutan-1-ol (360 mg, 2.97 mmol) in THF (10 mL). The reaction mixture was stirred at room temperature for 18 hr, was diluted with DCM and stirred for additional 30 min. The separated organic layer was washed with water and brine, dried over sodium sulfate, filtered off and concentrated under reduced pressure. The residue was purified by column chromatography [SiO2, 12 ...